Dataset: the Open Reaction Database (ORD), a public repository of structured organic reaction records. Task: describe an organic reaction: reactants, conditions, products, and yield Starting materials: N1([C@@H](CCC1=O)C(=O)N[C@@H](CCC)C(=O)N[C@@H]([C@@H](C)CC)C(=O)N)C(=O)OCC1=CC=CC=C1 (Z-Glp-Nva-Ile-NH2). The reagents and catalysts are [Pd] (palladium-on-carbon). Run in C(C)(=O)O (acetic acid). Yields the product N1[C@@H](CCC1=O)C(=O)N[C@@H](CCC)C(=O)N[C@@H]([C@@H](C)CC)C(=O)N (Glp-Nva-Ile-NH2). Yield: 98.1%. Reaction SMILES: [N:1]1(C(OCC2C=CC=CC=2)=O)[C:5](=[O:6])[CH2:4][CH2:3][C@H:2]1[C:7]([NH:9][C@H:10]([C:14]([NH:16][C@H:17]([C:22]([NH2:24])=[O:23])[C@H:18]([CH2:20][CH3:21])[CH3:19])=[O:15])[CH2:11][CH2:12][CH3:13])=[O:8]>C(O)(=O)C.[Pd]>[NH:1]1[C:5](=[O:6])[CH2:4][CH2:3][C@H:2]1[C:7]([NH:9][C@H:10]([C:14]([NH:16][C@H:17]([C:22]([NH2:24])=[O:23])[C@H:18]([CH2:20][CH3:21])[CH3:19])=[O:15])[CH2:11][CH2:12][CH3:13])=[O:8]. Reported procedure: 4.75 g (10 mmoles) of Z-Glp-Nva-Ile-NH2 are dissolved in 200 ml of acetic acid, 1 g of a 10% palladium-on-carbon catalyst is added, and hydrogen is bubbled through the mixture for one hour. The catalyst is filtered off, the filtrate is evaporated, and the residue is triturated with ether. 3.34 g (98%) of Glp-Nva-Ile-NH2 are obtained; m.p.: 267°-270° C. (decomposition), Rf5 =0.61, [α]D25 =-50.2° (c=1%, in acetic acid). Reactants: CC(=O)OC1OC(COC(=O)c2ccccc2)C(OC(=O)c2ccccc2)C1OC(=O)c1ccccc1, C[Si](C)(C)N[Si](C)(C)C, CC#N, CCOC(C)=O, [Cl-], ClCCl, Nc1nc(F)nc2nc[nH]c12, [NH4+], [NH4+], [Na+], O=S(=O)([O-])[O-], O=C([O-])O. Product: Nc1nc(F)nc2c1ncn2C1OC(COC(=O)c2ccccc2)C(OC(=O)c2ccccc2)C1OC(=O)c1ccccc1. RXN SMILES: [C:19]([O:20][CH:23]1[CH:24]([O:25][C:26]([c:27]2[cH:28][cH:29][cH:30][cH:31][cH:32]2)=[O:33])[CH:34]([O:35][C:36]([c:37]2[cH:38][cH:39][cH:40][cH:41][cH:42]2)=[O:43])[CH:44]([CH2:46][O:47][C:48]([c:49]2[cH:50][cH:51][cH:52][cH:53][cH:54]2)=[O:55])[O:45]1)(=[O:21])[CH3:22].[CH3:62][Si:63]([CH3:64])([CH3:65])[NH:66][Si:67]([CH3:68])([CH3:69])[CH3:70].[CH3:71][C:72]#[N:73].[CH3:77][CH2:78][O:79][C:80](=[O:81])[CH3:82].[Cl-:56].[Cl:74][CH2:75][Cl:76].[F:1][c:2]1[n:3][c:4]([NH2:11])[c:5]2[nH:6][cH:7][n:8][c:9]2[n:10]1.[NH4+:12].[NH4+:13].[Na+:61].[O-:14][S:15](=[O:16])(=[O:17])[O-:18].[O-:57][C:58]([OH:59])=[O:60]>>[F:1][c:2]1[n:3][c:4]([NH2:11])[c:5]2[n:6][cH:7][n:8]([CH:23]3[CH:24]([O:25][C:26]([c:27]4[cH:28][cH:29][cH:30][cH:31][cH:32]4)=[O:33])[CH:34]([O:35][C:36]([c:37]4[cH:38][cH:39][cH:40][cH:41][cH:42]4)=[O:43])[CH:44]([CH2:46][O:47][C:48]([c:49]4[cH:50][cH:51][cH:52][cH:53][cH:54]4)=[O:55])[O:45]3)[c:9]2[n:10]1. Starting materials: C1(CC1)NC(C1=CC(=C(C=C1)C)C=1C=C2C=CN(C(C2=CC1)=O)CC1=CC=C(C=C1)O)=O (N-Cyclopropyl-3-(2-(4-hydroxybenzyl)-1-oxo-1,2-dihydroisoquinolin-6-yl)-4-methylbenzamide), C([O-])([O-])=O.[K+].[K+] (potassium carbonate), BrCCCl (1-bromo-2-chloroethane), BrCCCl (1-bromo-2-chloroethane), C([O-])([O-])=O.[K+].[K+] (potassium carbonate). The solvent is CN(C)C=O (DMF), C(C)(=O)OCC (ethyl acetate). Reaction conditions: temperature 50 celsius, time 40 hour. Yields the product ClCCOC1=CC=C(CN2C(C3=CC=C(C=C3C=C2)C=2C=C(C(=O)NC3CC3)C=CC2C)=O)C=C1 (3-(2-(4-(2-Chloroethoxy)benzyl)-1-oxo-1,2-dihydroisoquinolin-6-yl)-N-cyclopropyl-4-methylbenzamide). As a reaction SMILES: [CH:1]1([NH:4][C:5](=[O:32])[C:6]2[CH:11]=[CH:10][C:9]([CH3:12])=[C:8]([C:13]3[CH:14]=[C:15]4[C:20](=[CH:21][CH:22]=3)[C:19](=[O:23])[N:18]([CH2:24][C:25]3[CH:30]=[CH:29][C:28]([OH:31])=[CH:27][CH:26]=3)[CH:17]=[CH:16]4)[CH:7]=2)[CH2:3][CH2:2]1.C(=O)([O-])[O-].[K+].[K+].Br[CH2:40][CH2:41][Cl:42]>CN(C=O)C.C(OCC)(=O)C>[Cl:42][CH2:41][CH2:40][O:31][C:28]1[CH:27]=[CH:26][C:25]([CH2:24][N:18]2[CH:17]=[CH:16][C:15]3[C:20](=[CH:21][CH:22]=[C:13]([C:8]4[CH:7]=[C:6]([CH:11]=[CH:10][C:9]=4[CH3:12])[C:5]([NH:4][CH:1]4[CH2:2][CH2:3]4)=[O:32])[CH:14]=3)[C:19]2=[O:23])=[CH:30][CH:29]=1 |f:1.2.3|. Procedure details: To a solution of the product of step i) (500 mg) in DMF (10 mL) was added potassium carbonate (820 mg) and 1-bromo-2-chloroethane (0.2 mL) and the reaction was heated at 50° C. for 22 hours. Additional 1-bromo-2-chloroethane (0.3 mL) and potassium carbonate (820 mg) were added and heating continued for 40 hours. The reaction mixture was diluted with ethyl acetate and filtered. The filtrate was washed with water and brine, dried over magnesium sulphate and evaporated. The residue was purified (Si... Reactants: C1(=CC=CC=C1)C(C1=CC=CC=C1)OC(=O)C1C(S([C@H]2N1C(C2(Br)Br)=O)=O)(C)C (6,6-dibromo-2,2-dimethylpenam-3-carboxylic acid 1-oxide diphenylmethyl ester), S(=O)(=O)([O-])[O-].[Bi+3].S(=O)(=O)([O-])[O-].S(=O)(=O)([O-])[O-].[Bi+3] (bismuth sulfate), aqueous solution, [Cl-].[Na+] (sodium chloride), [Mg] (magnesium ribbon). Run in O (Water), ClCCl (dichloromethane). Product: C1(=CC=CC=C1)C(C1=CC=CC=C1)OC(=O)C1C(S([C@H]2N1C(C2)=O)=O)(C)C (2,2-dimethylpenam-3-carboxylic acid 1-oxide diphenylmethyl ester), C1(=CC=CC=C1)C(C1=CC=CC=C1)OC(=O)C1C(S([C@H]2N1C(C2Br)=O)=O)(C)C (6-bromo-2,2-dimethylpenam-3-carboxylic acid 1-oxide diphenylmethyl ester). RXN SMILES: [C:1]1([CH:7]([O:14][C:15]([CH:17]2[N:21]3[C:22](=[O:26])[C:23](Br)([Br:24])[C@H:20]3[S:19](=[O:27])[C:18]2([CH3:29])[CH3:28])=[O:16])[C:8]2[CH:13]=[CH:12][CH:11]=[CH:10][CH:9]=2)[CH:6]=[CH:5][CH:4]=[CH:3][CH:2]=1.S([O-])([O-])(=O)=O.[Bi+3].S([O-])([O-])(=O)=O.S([O-])([O-])(=O)=O.[Bi+3].[Cl-].[Na+].[Mg]>ClCCl.O>[C:1]1([CH:7]([O:14][C:15]([CH:17]2[N:21]3[C:22](=[O:26])[CH2:23][C@H:20]3[S:19](=[O:27])[C:18]2([CH3:29])[CH3:28])=[O:16])[C:8]2[CH:9]=[CH:10][CH:11]=[CH:12][CH:13]=2)[CH:2]=[CH:3][CH:4]=[CH:5][CH:6]=1.[C:1]1([CH:7]([O:14][C:15]([CH:17]2[N:21]3[C:22](=[O:26])[CH:23]([Br:24])[C@H:20]3[S:19](=[O:27])[C:18]2([CH3:29])[CH3:28])=[O:16])[C:8]2[CH:9]=[CH:10][CH:11]=[CH:12][CH:13]=2)[CH:2]=[CH:3][CH:4]=[CH:5][CH:6]=1 |f:1.2.3.4.5,6.7|. Procedure details: A 20 g quantity of Compound 1 was dissolved in 75 mL of dichloromethane. To the solution was added 0.9 g of bismuth sulfate and 30 mL of 20% aqueous solution of sodium chloride with stirring. To the mixture were added each of 0.5 to 0.6 g of magnesium ribbon at intervals of 30 minutes in total amount of 4 g. The mixture was stirred at room temperature for 10 hours. Water (100 mL) was added and an orgaic layer was separated. The organic layer was washed with 5% aqueous solution of sodium chloride... Procedure details: Under nitrogen, 2-methyl-2-(4-{2-[5-methyl-2-(4-pyrimidin-2-yl-phenyl)-oxazol-4-yl]-ethoxy}-phenoxy)-propionic acid ethyl ester (0.53 mmol) in ethanol (2.5 mL) and THF (2.5 mL) was treated with 2.0 N NaOH (2.0 mL). The reaction mixture was stirred at 55° C. for 1 h and concentrated in vacuo. The resulting slurry was suspended in ethyl acetate, acidified to pH 1 with 1N HCl, and partitioned. The organic layer was washed with brine, dried (Na2SO4), and concentrated in vacuo to yield the desired pr... Starting materials: C(C)OC(C(C)(OC1=CC=C(C=C1)OCCC=1N=C(OC1C)C1=CC=C(C=C1)C1=NC=CC=N1)C)=O (2-methyl-2-(4-{2-[5-methyl-2-(4-pyrimidin-2-yl-phenyl)-oxazol-4-yl]-ethoxy}-phenoxy)-propionic acid ethyl ester), [OH-].[Na+] (NaOH). Run in C(C)O (ethanol), C1CCOC1 (THF). Reaction conditions: temperature 55 celsius, time 1 hour. Reaction SMILES: C([O:3][C:4](=[O:36])[C:5]([CH3:35])([O:7][C:8]1[CH:13]=[CH:12][C:11]([O:14][CH2:15][CH2:16][C:17]2[N:18]=[C:19]([C:23]3[CH:28]=[CH:27][C:26]([C:29]4[N:34]=[CH:33][CH:32]=[CH:31][N:30]=4)=[CH:25][CH:24]=3)[O:20][C:21]=2[CH3:22])=[CH:10][CH:9]=1)[CH3:6])C.[OH-].[Na+]>C(O)C.C1COCC1>[CH3:35][C:5]([O:7][C:8]1[CH:9]=[CH:10][C:11]([O:14][CH2:15][CH2:16][C:17]2[N:18]=[C:19]([C:23]3[CH:24]=[CH:25][C:26]([C:29]4[N:34]=[CH:33][CH:32]=[CH:31][N:30]=4)=[CH:27][CH:28]=3)[O:20][C:21]=2[CH3:22])=[CH:12][CH:13]=1)([CH3:6])[C:4]([OH:36])=[O:3] |f:1.2|. Product: CC(C(=O)O)(C)OC1=CC=C(C=C1)OCCC=1N=C(OC1C)C1=CC=C(C=C1)C1=NC=CC=N1 (2-Methyl-2-(4-{2-[5-methyl-2-(4-pyrimidin-2-yl-phenyl)-oxazol-4-yl]-ethoxy}-phenoxy)-propionic acid). The reactants are C(C1=CC=CC=C1)OC(NC1CCC(CC1)C=1NC(=C(N1)C1=CC2=C(OCO2)C=C1)C1=NC(=CC=C1)C)=O ({4-[4-Benzo[1,3]dioxol-5-yl-5-(6-methyl-pyridin-2-yl)-1H-imidazol-2-yl]-cyclohexyl}-carbamic acid benzyl ester). The reagents and catalysts are [Pd] (Palladium on activated carbon). The solvent is CO (methanol). Reaction conditions: time 4 hour. Yields the product O1COC2=C1C=CC(=C2)C=2N=C(NC2C2=NC(=CC=C2)C)C2CCC(CC2)N (4-[4-Benzo[1,3]dioxol-5-yl-5-(6-methyl-pyridin-2-yl)-1H-imidazol-2-yl]cyclohexylamine). Yield: 91.6%. Reaction SMILES: C(OC(=O)[NH:10][CH:11]1[CH2:16][CH2:15][CH:14]([C:17]2[NH:18][C:19]([C:31]3[CH:36]=[CH:35][CH:34]=[C:33]([CH3:37])[N:32]=3)=[C:20]([C:22]3[CH:30]=[CH:29][C:25]4[O:26][CH2:27][O:28][C:24]=4[CH:23]=3)[N:21]=2)[CH2:13][CH2:12]1)C1C=CC=CC=1>[Pd].CO>[O:26]1[C:25]2[CH:29]=[CH:30][C:22]([C:20]3[N:21]=[C:17]([CH:14]4[CH2:15][CH2:16][CH:11]([NH2:10])[CH2:12][CH2:13]4)[NH:18][C:19]=3[C:31]3[CH:36]=[CH:35][CH:34]=[C:33]([CH3:37])[N:32]=3)=[CH:23][C:24]=2[O:28][CH2:27]1. Reported procedure: Palladium on activated carbon (0.017 g) was added to a solution of {4-[4-Benzo[1,3]dioxol-5-yl-5-(6-methyl-pyridin-2-yl)-1H-imidazol-2-yl]-cyclohexyl}-carbamic acid benzyl ester (see Example 18; 0.370 g, 0.725 mmol) in methanol (5 mL). The reaction mixture was stirred under hydrogen atmosphere for 4 hours. The mixture was then filtered and concentrated to give 0.250 g (92%) of the title compound as a yellow oil. MS (ESP+) m/z 377.2 (M+1). 1H NMR (300 MHz, Methanol-d4) δ 7.80 (t, 1H, J=7.8 Hz), 7... Reactants: C1(CC1)C1=CC=CC(=N1)NC(C(C)(C)C)=O (N-(6-cyclopropylpyridin-2-yl)pivalamide), Cl (HCl). Run in C(C)(=O)OCC (ethyl acetate), O1CCOCC1 (dioxane). Run at temperature 90 celsius, time 18 hour. The product is C1(CC1)C1=CC=CC(=N1)N (6-cyclopropylpyridin-2-amine). Isolated yield 76.5%. RXN SMILES: [CH:1]1([C:4]2[N:9]=[C:8]([NH:10]C(=O)C(C)(C)C)[CH:7]=[CH:6][CH:5]=2)[CH2:3][CH2:2]1.Cl>O1CCOCC1.C(OCC)(=O)C>[CH:1]1([C:4]2[N:9]=[C:8]([NH2:10])[CH:7]=[CH:6][CH:5]=2)[CH2:3][CH2:2]1. Procedure: To a solution of N-(6-cyclopropylpyridin-2-yl)pivalamide (4.25 gm, 19.49 mmol) in dioxane (34 ml) was added 9N HCl (34 ml). The mixture was stirred for 18 hours at 90° C. After cooling to 25° C., the pH of the reaction was adjusted with to achieve pH-9. The solution was diluted with ethyl acetate (200 ml) quantity and washed with saturated sodium bicarbonate. Next, the organic portion was dried over sodium sulfate and concentrated to get 2 gm (77.5% yield) clear oil. The reactants are CN1C(N(CC1)C)=O (1,3-dimethyl-2-imidazolidinone), OCC1=C(C(=O)O[C@@]([C@@H](C)S[C@H]2CO[C@@H](OC2)\C=C\C=C\C2=C(C=C(C=C2)C#N)F)(CN2N=CN=C2)C2=C(C=C(C=C2)F)F)C=CC=C1 ((1R,2R)-2-[[trans-2-[(1E,3E)-4-(4-cyano-2-fluorophenyl)-1,3-butadienyl]-1,3-dioxan-5-yl]thio]-1-(2,4-difluorophenyl)-1-[(1H-1,2,4-triazol-1-yl)methyl]propyl 2-(hydroxymethyl)benzoate), CN(CC(=O)O)C (N,N-dimethylglycine), [Cl-].ClC1[NH+](CCN1C)C (2-chloro-1,3-dimethylimidazolinium chloride). The reagents and catalysts are CN(C)C1=CC=NC=C1 (4-(N,N-dimethylamino)pyridine). Run in ClCCl (dichloromethane), C(C)(=O)OCC (ethyl acetate). Run at time 3 hour. The product is CN(C)CC(=O)OCC1=C(C(=O)O[C@@]([C@@H](C)S[C@H]2CO[C@@H](OC2)\C=C\C=C\C2=C(C=C(C=C2)C#N)F)(CN2N=CN=C2)C2=C(C=C(C=C2)F)F)C=CC=C1 ((1R,2R)-2-[[trans-2-[(1E,3E)-4-(4-Cyano-2-fluorophenyl)-1,3-butadienyl]-1,3-dioxan-5-yl]thio]-1-(2,4-difluorophenyl)-1-[(1H-1,2,4-triazol-1-yl)methyl]propyl 2-[[2-(N,N-dimethylamino)acetoxy]methyl]benzoate). Reaction SMILES: [OH:1][CH2:2][C:3]1[CH:48]=[CH:47][CH:46]=[CH:45][C:4]=1[C:5]([O:7][C@:8]([C:37]1[CH:42]=[CH:41][C:40]([F:43])=[CH:39][C:38]=1[F:44])([CH2:31][N:32]1[CH:36]=[N:35][CH:34]=[N:33]1)[C@H:9]([S:11][C@@H:12]1[CH2:17][O:16][C@@H:15](/[CH:18]=[CH:19]/[CH:20]=[CH:21]/[C:22]2[CH:27]=[CH:26][C:25]([C:28]#[N:29])=[CH:24][C:23]=2[F:30])[O:14][CH2:13]1)[CH3:10])=[O:6].[CH3:49][N:50]([CH3:55])[CH2:51][C:52](O)=[O:53].[Cl-].ClC1N(C)CC[NH+]1C.CN1CCN(C)C1=O>ClCCl.CN(C1C=CN=CC=1)C.C(OCC)(=O)C>[CH3:49][N:50]([CH2:51][C:52]([O:1][CH2:2][C:3]1[CH:48]=[CH:47][CH:46]=[CH:45][C:4]=1[C:5]([O:7][C@:8]([C:37]1[CH:42]=[CH:41][C:40]([F:43])=[CH:39][C:38]=1[F:44])([CH2:31][N:32]1[CH:36]=[N:35][CH:34]=[N:33]1)[C@H:9]([S:11][C@@H:12]1[CH2:17][O:16][C@@H:15](/[CH:18]=[CH:19]/[CH:20]=[CH:21]/[C:22]2[CH:27]=[CH:26][C:25]([C:28]#[N:29])=[CH:24][C:23]=2[F:30])[O:14][CH2:13]1)[CH3:10])=[O:6])=[O:53])[CH3:55] |f:2.3|. Procedure: A solution of (1R,2R)-2-[[trans-2-[(1E,3E)-4-(4-cyano-2-fluorophenyl)-1,3-butadienyl]-1,3-dioxan-5-yl]thio]-1-(2,4-difluorophenyl)-1-[(1H-1,2,4-triazol-1-yl)methyl]propyl 2-(hydroxymethyl)benzoate (640.7 mg, 0.95 mmol) obtained from Example 17-(4) in dichloromethane (20 ml) was cooled to 0° C., and then 4-(N,N-dimethylamino)pyridine (254.5 mg, 2.1 mmol), N,N-dimethylglycine (117.2 mg, 1.14 mmol), and 2-chloro-1,3-dimethylimidazolinium chloride (256.1 mg, 1.52 mmol) were added thereto. The reacti... The reactants are COC(=O)c1ccc(CBr)cc1, O=C([O-])[O-], CCc1ccccc1-c1cccc(C)c1O, [K+], [K+], CN(C)C=O, O. Yields the product CCc1ccccc1-c1cccc(C)c1OCc1ccc(C(=O)OC)cc1. RXN SMILES: [Br:17][CH2:18][c:19]1[cH:20][cH:21][c:22]([C:23](=[O:24])[O:25][CH3:26])[cH:27][cH:28]1.[C:29](=[O:30])([O-:31])[O-:32].[CH3:1][CH2:2][c:3]1[c:4](-[c:9]2[c:10]([OH:16])[c:11]([CH3:15])[cH:12][cH:13][cH:14]2)[cH:5][cH:6][cH:7][cH:8]1.[K+:33].[K+:34].[O:35]=[CH:36][N:37]([CH3:38])[CH3:39].[OH2:40]>>[CH3:1][CH2:2][c:3]1[c:4](-[c:9]2[c:10]([O:16][CH2:18][c:19]3[cH:20][cH:21][c:22]([C:23](=[O:24])[O:25][CH3:26])[cH:27][cH:28]3)[c:11]([CH3:15])[cH:12][cH:13][cH:14]2)[cH:5][cH:6][cH:7][cH:8]1.